The task is: describe an organic reaction: reactants, conditions, products, and yield. This data is from the Open Reaction Database (ORD), a public repository of structured organic reaction records. Solvent: CN(C=O)C (N,N-dimethylformamide). Isolated yield 87.6%. Reaction conditions: temperature 85 celsius. The reactants are OC=1C=C2C(=CN=C(C2=CC1OC)CC1=CC(=CC=C1)OCC)C=O (6-hydroxy-7-methoxy-1-(3-ethoxy-benzyl)-isoquinoline-4-carbaldehyde), C([O-])([O-])=O.[K+].[K+] (potassium carbonate), BrCCOCC (1-bromo-2-ethoxy-ethane). Product: C(C)OC=1C=C(CC2=NC=C(C3=CC(=C(C=C23)OC)OCCOCC)C=O)C=CC1 (1-(3-ethoxy-benzyl)-6-(2-ethoxy-ethoxy)-7-methoxy-isoquinoline-4-carbaldehyde). Reported procedure: To a stirred solution of 6-hydroxy-7-methoxy-1-(3-ethoxy-benzyl)-isoquinoline-4-carbaldehyde (60 g, 0.17 mmol) in N,N-dimethylformamide (2 mL) was added potassium carbonate (234 mg, 1.70 mmol) and 1-bromo-2-ethoxy-ethane (0.095 mL, 0.85 mmol) at room temperature. The reaction mixture was heated 85° C. for 2 hrs. The solvent was evaporated and the residue was purified on a flash chromatography (Merck Silica gel 60, 70–230 mesh, 50% ethyl acetate/hexane) to afford product 1-(3-ethoxy-benzyl)-6-(2-... Reaction SMILES: [OH:1][C:2]1[CH:3]=[C:4]2[C:9](=[CH:10][C:11]=1[O:12][CH3:13])[C:8]([CH2:14][C:15]1[CH:20]=[CH:19][CH:18]=[C:17]([O:21][CH2:22][CH3:23])[CH:16]=1)=[N:7][CH:6]=[C:5]2[CH:24]=[O:25].C(=O)([O-])[O-].[K+].[K+].Br[CH2:33][CH2:34][O:35][CH2:36][CH3:37]>CN(C)C=O>[CH2:22]([O:21][C:17]1[CH:16]=[C:15]([CH:20]=[CH:19][CH:18]=1)[CH2:14][C:8]1[C:9]2[C:4](=[CH:3][C:2]([O:1][CH2:33][CH2:34][O:35][CH2:36][CH3:37])=[C:11]([O:12][CH3:13])[CH:10]=2)[C:5]([CH:24]=[O:25])=[CH:6][N:7]=1)[CH3:23] |f:1.2.3|. Starting materials: N=1C=CN2C1C=CC(=C2)N (imidazo[1,2-a]pyridin-6-amine), C(C)N(C(C)C)C(C)C (N-ethyl-N-isopropylpropan-2-amine), CN(C=O)C (dimethylformamide), N(=C=O)C1=CC=C(C=C1)[N+](=O)[O-] (1-isocyanato-4-nitrobenzene). Run in O1CCCC1 (tetrahydrofuran), O (water). Run at time 6 hour. Product: N=1C=CN2C1C=CC(=C2)NC(=O)NC2=CC=C(C=C2)[N+](=O)[O-] (1-(imidazo[1,2-a]pyridin-6-yl)-3-(4-nitrophenyl)urea). RXN SMILES: [N:1]1[CH:2]=[CH:3][N:4]2[CH:9]=[C:8]([NH2:10])[CH:7]=[CH:6][C:5]=12.C(N(C(C)C)C(C)C)C.CN(C)C=O.[N:25]([C:28]1[CH:33]=[CH:32][C:31]([N+:34]([O-:36])=[O:35])=[CH:30][CH:29]=1)=[C:26]=[O:27]>O1CCCC1.O>[N:1]1[CH:2]=[CH:3][N:4]2[CH:9]=[C:8]([NH:10][C:26]([NH:25][C:28]3[CH:29]=[CH:30][C:31]([N+:34]([O-:36])=[O:35])=[CH:32][CH:33]=3)=[O:27])[CH:7]=[CH:6][C:5]=12. Procedure details: A 0° C. solution of imidazo[1,2-a]pyridin-6-amine (1 g, 7.21 mmol), N-ethyl-N-isopropylpropan-2-amine (2.51 ml, 14.42 mmol) and dimethylformamide (21.85 ml) was treated with a solution of 1-isocyanato-4-nitrobenzene (1.313 g, 8.00 mmol) in tetrahydrofuran (10.92 ml) which was added dropwise via syringe over 5 minutes. The reaction mixture was allowed to stir at room temperature for 6 hours, and water was added. The suspension was filtered with water washes to give the title compound after vacuum... The reactants are ClC=1C(=C(C=CC1F)[C@@]12NOC[C@@H]1[C@H](OC2)COC(C2=CC=CC=C2)(C2=CC=CC=C2)C2=CC=CC=C2)F ((3aR,4S,6aS)-6a-(3-chloro-2,4-difluorophenyl)-4-((trityloxy)methyl)hexahydrofuro[3,4-c]isoxazole). Reagents/catalysts: [Zn] (Zinc). The solvent is C(C)(=O)O (acetic acid). Reaction conditions: time 8 hour. Product: N[C@@]1([C@@H]([C@H](OC1)COC(C1=CC=CC=C1)(C1=CC=CC=C1)C1=CC=CC=C1)CO)C1=C(C(=C(C=C1)F)Cl)F (((2S,3R,4S)-4-Amino-4-(3-chloro-2,4-difluorophenyl)-2-((trityloxy)methyl) tetrahydrofuran-3-yl)methanol). Yield: 96.9%. RXN SMILES: [Cl:1][C:2]1[C:3]([F:38])=[C:4]([C@:9]23[CH2:16][O:15][C@H:14]([CH2:17][O:18][C:19]([C:32]4[CH:37]=[CH:36][CH:35]=[CH:34][CH:33]=4)([C:26]4[CH:31]=[CH:30][CH:29]=[CH:28][CH:27]=4)[C:20]4[CH:25]=[CH:24][CH:23]=[CH:22][CH:21]=4)[C@H:13]2[CH2:12][O:11][NH:10]3)[CH:5]=[CH:6][C:7]=1[F:8]>C(O)(=O)C.[Zn]>[NH2:10][C@@:9]1([C:4]2[CH:5]=[CH:6][C:7]([F:8])=[C:2]([Cl:1])[C:3]=2[F:38])[CH2:16][O:15][C@H:14]([CH2:17][O:18][C:19]([C:20]2[CH:25]=[CH:24][CH:23]=[CH:22][CH:21]=2)([C:26]2[CH:31]=[CH:30][CH:29]=[CH:28][CH:27]=2)[C:32]2[CH:37]=[CH:36][CH:35]=[CH:34][CH:33]=2)[C@H:13]1[CH2:12][OH:11]. Reported procedure: Zinc (2.75 g, 42.1 mmol) was added in one portion to a stirred suspension of (3aR,4S,6aS)-6a-(3-chloro-2,4-difluorophenyl)-4-((trityloxy)methyl)hexahydrofuro[3,4-c]isoxazole (4.5 g, 8.43 mmol) in acetic acid (15 mL) at RT. An exotherm was noted. The mixture was stirred at RT overnight. The zinc was removed by filtration through Celite® washing with methanol. The filtrate was evaporated and the residue was partitioned between DCM and saturated aqueous NaHCO3. The mixture was filtered through Celi... Starting materials: FC(C=1C=C(C=C(C1)C(F)(F)F)[C@@H]1[C@@H](N(C(O1)=O)CC1=C(C=CC(=C1)C(F)(F)F)C=1SC=C(N1)Br)C)(F)F ((4S,5R)-5-[3,5-bis(trifluoromethyl)phenyl]-3-[2-(4-bromo-1,3-thiazol-2-yl)-5-(trifluoromethyl)benzyl]-4-methyl-1,3-oxazolidin-2-one), CC=1C=C(C(=O)OC)C=CC1B1OC(C(O1)(C)C)(C)C (methyl 3-methyl-4-(4,4,5,5-tetramethyl-1,3,2-dioxaborolan-2-yl)benzoate), C(=O)([O-])[O-].[K+].[K+] (K2CO3). Reagents/catalysts: [Pd](Cl)Cl.C(C)(C)(C)P([C-]1C=CC=C1)C(C)(C)C.[C-]1(C=CC=C1)P(C(C)(C)C)C(C)(C)C.[Fe+2] (1,1′-bis(di-t-butylphosphino)ferrocene palladium dichloride). Solvent: C1CCOC1 (THF). Reaction conditions: temperature 90 celsius. Yields the product FC(C=1C=C(C=C(C1)C(F)(F)F)[C@@H]1[C@@H](N(C(O1)=O)CC1=C(C=CC(=C1)C(F)(F)F)C=1SC=C(N1)C1=C(C=C(C(=O)OC)C=C1)C)C)(F)F (methyl 4-{2-[2-({(4S,5R)-5-[3,5-bis(trifluoromethyl)phenyl]-4-methyl-2-oxo-1,3-oxazolidin-3-yl}methyl)-4-(trifluoromethyl)phenyl]-1,3-thiazol-4-yl}-3-methylbenzoate). Reaction SMILES: [F:1][C:2]([F:38])([F:37])[C:3]1[CH:4]=[C:5]([C@H:13]2[O:17][C:16](=[O:18])[N:15]([CH2:19][C:20]3[CH:25]=[C:24]([C:26]([F:29])([F:28])[F:27])[CH:23]=[CH:22][C:21]=3[C:30]3[S:31][CH:32]=[C:33](Br)[N:34]=3)[C@H:14]2[CH3:36])[CH:6]=[C:7]([C:9]([F:12])([F:11])[F:10])[CH:8]=1.[CH3:39][C:40]1[CH:41]=[C:42]([CH:47]=[CH:48][C:49]=1B1OC(C)(C)C(C)(C)O1)[C:43]([O:45][CH3:46])=[O:44].C([O-])([O-])=O.[K+].[K+]>[Pd](Cl)Cl.C(P(C(C)(C)C)[C-]1C=CC=C1)(C)(C)C.[C-]1(P(C(C)(C)C)C(C)(C)C)C=CC=C1.[Fe+2].C1COCC1>[F:1][C:2]([F:38])([F:37])[C:3]1[CH:4]=[C:5]([C@H:13]2[O:17][C:16](=[O:18])[N:15]([CH2:19][C:20]3[CH:25]=[C:24]([C:26]([F:29])([F:28])[F:27])[CH:23]=[CH:22][C:21]=3[C:30]3[S:31][CH:32]=[C:33]([C:49]4[CH:48]=[CH:47][C:42]([C:43]([O:45][CH3:46])=[O:44])=[CH:41][C:40]=4[CH3:39])[N:34]=3)[C@H:14]2[CH3:36])[CH:6]=[C:7]([C:9]([F:12])([F:11])[F:10])[CH:8]=1 |f:2.3.4,5.6.7.8|. Procedure: In a tube were placed (4S,5R)-5-[3,5-bis(trifluoromethyl)phenyl]-3-[2-(4-bromo-1,3-thiazol-2-yl)-5-(trifluoromethyl)benzyl]-4-methyl-1,3-oxazolidin-2-one (46.0 mg, 0.073 mmol), methyl 3-methyl-4-(4,4,5,5-tetramethyl-1,3,2-dioxaborolan-2-yl)benzoate (30 mg, 0.11 mmol), 1,1′-bis(di-t-butylphosphino)ferrocene palladium dichloride (5 mg, 7.3×10−3 mmol), THF (1 mL) and 1M K2CO3 (1 mL, 1 mmol). The mixture was degassed with N2, the tube was sealed, and the reaction was heated to 90° C. for 90 minutes.... The reactants are S(=O)(Cl)Cl (thionyl chloride), C(C)OCCCN(C)CC1=CC=C(N)C=C1 (4-[[N-(3-ethoxypropyl)-N-methylamino]methyl]aniline), O (water), C(C)SC1=CC=C(C=C1)C=1C=CC2=C(C=C(CCS2(=O)=O)C(=O)O)C1 (7-(4-ethylthiophenyl)-1,1-dioxo-2,3-dihydro-1-benzothiepine-4-carboxylic acid). The reagents and catalysts are CN(C)C=O (DMF). Run in C1CCOC1 (THF), C1CCOC1 (THF). Conditions: time 1 hour. Product: C(C)SC1=CC=C(C=C1)C=1C=CC2=C(C=C(CCS2(=O)=O)C(=O)NC2=CC=C(C=C2)CN(C)CCCOCC)C1 (7-(4-ethylthiophenyl)-N-[4-[[N-(3-ethoxypropyl)-N-methylamino]methyl]phenyl]-1,1-dioxo-2,3-dihydro-1-benzothiepine-4-carboxamide). Reaction SMILES: [CH2:1]([S:3][C:4]1[CH:9]=[CH:8][C:7]([C:10]2[CH:11]=[CH:12][C:13]3[S:19](=[O:21])(=[O:20])[CH2:18][CH2:17][C:16]([C:22](O)=[O:23])=[CH:15][C:14]=3[CH:25]=2)=[CH:6][CH:5]=1)[CH3:2].S(Cl)(Cl)=O.[CH2:30]([O:32][CH2:33][CH2:34][CH2:35][N:36]([CH2:38][C:39]1[CH:45]=[CH:44][C:42]([NH2:43])=[CH:41][CH:40]=1)[CH3:37])[CH3:31].O>C1COCC1.CN(C=O)C>[CH2:1]([S:3][C:4]1[CH:9]=[CH:8][C:7]([C:10]2[CH:11]=[CH:12][C:13]3[S:19](=[O:21])(=[O:20])[CH2:18][CH2:17][C:16]([C:22]([NH:43][C:42]4[CH:41]=[CH:40][C:39]([CH2:38][N:36]([CH2:35][CH2:34][CH2:33][O:32][CH2:30][CH3:31])[CH3:37])=[CH:45][CH:44]=4)=[O:23])=[CH:15][C:14]=3[CH:25]=2)=[CH:6][CH:5]=1)[CH3:2]. Procedure: In THF (5.2 ml) was dissolved 7-(4-ethylthiophenyl)-1,1-dioxo-2,3-dihydro-1-benzothiepine-4-carboxylic acid (260 mg). To the mixture were added at room temperature thionyl chloride (0.06 ml) and DMF (one drop), and the mixture was stirred at room temperature for 1 hour. The reaction mixture was added dropwise to a solution of 4-[[N-(3-ethoxypropyl)-N-methylamino]methyl]aniline (0.58 ml) in THF (5.2 ml), and the mixture was stirred at room temperature for 2 hours. The reaction mixture added to wa...